From a dataset of the Open Reaction Database (ORD), a public repository of structured organic reaction records. describe an organic reaction: reactants, conditions, products, and yield Starting materials: NC1=NC=C(C(=C1N)N[C@H]1[C@H]([C@@H]2C=C[C@H]1C2)C(=O)N)Br ((1S,2S,3R,4R)-3-(2,3-Diamino-5-bromo-pyridin-4-ylamino)-bicyclo[2.2.1]hept-5-ene-2-carboxylic acid amide), COC1=C(C=O)C(=CC=C1)OC (2,6-Dimethoxy-benzaldehyde). Product: BrC=1C(=C2C(=NC1)NC(=N2)C2=C(C=CC=C2OC)OC)N[C@H]2[C@H]([C@@H]1C=C[C@H]2C1)C(=O)N ((1S,2S,3R,4R)-3-[6-Bromo-2-(2,6-dimethoxy-phenyl)-3H-imidazo[4,5-b]pyridin-7-ylamino]-bicyclo[2.2.1]hept-5-ene-2-carboxylic acid amide). Yield: 68.4%. As a reaction SMILES: [NH2:1][C:2]1[C:7]([NH2:8])=[C:6]([NH:9][C@@H:10]2[C@@H:15]3[CH2:16][C@@H:12]([CH:13]=[CH:14]3)[C@@H:11]2[C:17]([NH2:19])=[O:18])[C:5]([Br:20])=[CH:4][N:3]=1.[CH3:21][O:22][C:23]1[CH:30]=[CH:29][CH:28]=[C:27]([O:31][CH3:32])[C:24]=1[CH:25]=O>>[Br:20][C:5]1[C:6]([NH:9][C@@H:10]2[C@@H:15]3[CH2:16][C@@H:12]([CH:13]=[CH:14]3)[C@@H:11]2[C:17]([NH2:19])=[O:18])=[C:7]2[N:8]=[C:25]([C:24]3[C:27]([O:31][CH3:32])=[CH:28][CH:29]=[CH:30][C:23]=3[O:22][CH3:21])[NH:1][C:2]2=[N:3][CH:4]=1. Procedure details: In a similar fashion to Compound LXXXVII, (1S,2S,3R,4R)-3-(2,3-Diamino-5-bromo-pyridin-4-ylamino)-bicyclo[2.2.1]hept-5-ene-2-carboxylic acid amide (50 mg, 0.148 mmol) and 2,6-Dimethoxy-benzaldehyde (27 mg, 0.163 mmol) were reacted to produce 49 mg (68%) of the title compound. mp: 194-197° C., 1H NMR (300 MHz, DMSO-d6): 12.6 (s, 1H), 8.00 (s, 1H), 7.57 (s, 1H), 7.45 (t, J=8 Hz, 1H), 7.12 (s, 1H), 6.80 (d, J=8 Hz, 2H), 6.23 (br s, 1H), 6.17 (br s, 1H), 5.14 (t, J=8 Hz, 1H), 3.73 (s, 6H), 2.84 (s, ...